Task: describe an organic reaction: reactants, conditions, products, and yield. Dataset: the Open Reaction Database (ORD), a public repository of structured organic reaction records The reactants are BrC=1C=C(C#N)C=C(C1OC)[N+](=O)[O-] (3-bromo-4-methoxy-5-nitrobenzonitrile), O (water), C(=C)(C)B(O)O (isopropenyl boronic acid), C([O-])([O-])=O.[K+].[K+] (potassium carbonate). Reagents/catalysts: [Pd].C1(=CC=CC=C1)P(C1=CC=CC=C1)C1=CC=CC=C1.C1(=CC=CC=C1)P(C1=CC=CC=C1)C1=CC=CC=C1.C1(=CC=CC=C1)P(C1=CC=CC=C1)C1=CC=CC=C1.C1(=CC=CC=C1)P(C1=CC=CC=C1)C1=CC=CC=C1 (tetrakis(triphenylphosphine) palladium(0)). Solvent: C(OC)COC (dimethoxyethane). Run at time 8 hour. Yields the product C(=C)(C)C=1C=C(C#N)C=C(C1OC)[N+](=O)[O-] (3-Isopropenyl-4-methoxy-5-nitrobenzonitrile). RXN SMILES: Br[C:2]1[CH:3]=[C:4]([CH:7]=[C:8]([N+:12]([O-:14])=[O:13])[C:9]=1[O:10][CH3:11])[C:5]#[N:6].O.[C:16](B(O)O)([CH3:18])=[CH2:17].C(=O)([O-])[O-].[K+].[K+]>C(COC)OC.[Pd].C1(P(C2C=CC=CC=2)C2C=CC=CC=2)C=CC=CC=1.C1(P(C2C=CC=CC=2)C2C=CC=CC=2)C=CC=CC=1.C1(P(C2C=CC=CC=2)C2C=CC=CC=2)C=CC=CC=1.C1(P(C2C=CC=CC=2)C2C=CC=CC=2)C=CC=CC=1>[C:16]([C:2]1[CH:3]=[C:4]([CH:7]=[C:8]([N+:12]([O-:14])=[O:13])[C:9]=1[O:10][CH3:11])[C:5]#[N:6])([CH3:18])=[CH2:17] |f:3.4.5,7.8.9.10.11|. Reported procedure: To a mixture of 3-bromo-4-methoxy-5-nitrobenzonitrile (6.26 g, 24.35 mmol) in dimethoxyethane (61 ml) was added water (16 ml), isopropenyl boronic acid (6.28 g, 73.1 mmol), potassium carbonate (10.10 g, 73.1 mmol), and tetrakis(triphenylphosphine) palladium(0) (0.281 g, 0.244 mmol). The resulting mixture was heated to reflux and stirred at this temperature overnight under nitrogen. The reaction mixture was then concentrated, diluted with water, and extracted with ethyl acetate (3×). The combined... Reactants: CCOC(=O)CNc1ncc(Br)nc1Br, COc1ccc(CN)c(OC)c1, CS(C)=O, CCN(C(C)C)C(C)C. The product is CCOC(=O)CNc1ncc(Br)nc1NCc1ccc(OC)cc1OC. As a reaction SMILES: [Br:1][c:2]1[c:3]([NH:9][CH2:10][C:11](=[O:12])[O:13][CH2:14][CH3:15])[n:4][cH:5][c:6]([Br:8])[n:7]1.[CH3:16][O:17][c:18]1[c:19]([CH2:26][NH2:27])[cH:20][cH:21][c:22]([O:24][CH3:25])[cH:23]1.[CH3:37][S:38]([CH3:39])=[O:40].[CH:28]([N:29]([CH2:30][CH3:31])[CH:32]([CH3:33])[CH3:34])([CH3:35])[CH3:36]>>[c:2]1([NH:27][CH2:26][c:19]2[c:18]([O:17][CH3:16])[cH:23][c:22]([O:24][CH3:25])[cH:21][cH:20]2)[c:3]([NH:9][CH2:10][C:11](=[O:12])[O:13][CH2:14][CH3:15])[n:4][cH:5][c:6]([Br:8])[n:7]1. The reactants are ClC1=NC(=NS1)C(F)(F)F (5-Chloro-3-(trifluoromethyl)-1,2,4-thiadiazole), COC1=C(C=C(C=C1)B(O)O)C (4-methoxy-3-methylphenylboronic acid), crude product, ClC1=NC(=NS1)C(F)(F)F (5-chloro-3-(trifluoromethyl)-1,2,4-thiadiazole), O (Water), O (water). Reagents/catalysts: C=1C=CC(=CC1)[P](C=2C=CC=CC2)(C=3C=CC=CC3)[Pd]([P](C=4C=CC=CC4)(C=5C=CC=CC5)C=6C=CC=CC6)([P](C=7C=CC=CC7)(C=8C=CC=CC8)C=9C=CC=CC9)[P](C=1C=CC=CC1)(C=1C=CC=CC1)C=1C=CC=CC1 (tetrakis(triphenylphosphine)palladium), C=1C=CC(=CC1)[P](C=2C=CC=CC2)(C=3C=CC=CC3)[Pd]([P](C=4C=CC=CC4)(C=5C=CC=CC5)C=6C=CC=CC6)([P](C=7C=CC=CC7)(C=8C=CC=CC8)C=9C=CC=CC9)[P](C=1C=CC=CC1)(C=1C=CC=CC1)C=1C=CC=CC1 (tetrakis(triphenylphosphine)palladium). Solvent: COCCOC (1,2-dimethoxyethane), COCCOC (DME), C(=O)([O-])[O-].[Na+].[Na+] (Na2CO3), C(=O)([O-])[O-].[Na+].[Na+] (Na2CO3). Run at temperature 80 celsius, time 1.5 hour. Product: COC1=C(C=C(C=C1)C1=NC(=NS1)C(F)(F)F)C (5-(4-Methoxy-3-methylphenyl)-3-(trifluoromethyl)-1,2,4-thiadiazole). Reaction SMILES: Cl[C:2]1[S:6][N:5]=[C:4]([C:7]([F:10])([F:9])[F:8])[N:3]=1.[CH3:11][O:12][C:13]1[CH:18]=[CH:17][C:16](B(O)O)=[CH:15][C:14]=1[CH3:22].O>COCCOC.C([O-])([O-])=O.[Na+].[Na+].C1C=CC([P]([Pd]([P](C2C=CC=CC=2)(C2C=CC=CC=2)C2C=CC=CC=2)([P](C2C=CC=CC=2)(C2C=CC=CC=2)C2C=CC=CC=2)[P](C2C=CC=CC=2)(C2C=CC=CC=2)C2C=CC=CC=2)(C2C=CC=CC=2)C2C=CC=CC=2)=CC=1>[CH3:11][O:12][C:13]1[CH:18]=[CH:17][C:16]([C:2]2[S:6][N:5]=[C:4]([C:7]([F:10])([F:9])[F:8])[N:3]=2)=[CH:15][C:14]=1[CH3:22] |f:4.5.6,^1:39,41,60,79|. Procedure: 5-Chloro-3-(trifluoromethyl)-1,2,4-thiadiazole (2.26 g, 12.0 mmol) (synthesis described in DE 3228147) was dissolved in 1,2-dimethoxyethane (50 mL) and 4-methoxy-3-methylphenylboronic acid (2.4 g, 14.4 mmol) and tetrakis(triphenylphosphine)palladium (0.1 g, 0.09 mmol) were added. After 1.5 h at rt, Na2CO3 (19.2 mL, 2M aqueous solution) was added and the mixture was stirred for 4 h at 80° C. and for 14 h at rt. Water was added and the mixture was extracted with ethyl acetate. The organic phase wa... Starting materials: Cc1ccc(C(F)(F)C(F)(F)F)cc1, O=[N+]([O-])O, O=S(=O)(O)O. The product is Cc1ccc(C(F)(F)C(F)(F)F)cc1[N+](=O)[O-]. As a reaction SMILES: [F:5][C:6]([C:7]([F:8])([F:9])[F:10])([c:11]1[cH:12][cH:13][c:14]([CH3:17])[cH:15][cH:16]1)[F:18].[OH:1][N+:2]([O-:3])=[O:4].[S:19](=[O:20])(=[O:21])([OH:22])[OH:23]>>[O-:1][N+:2](=[O:4])[c:13]1[cH:12][c:11]([C:6]([F:5])([C:7]([F:8])([F:9])[F:10])[F:18])[cH:16][cH:15][c:14]1[CH3:17]. Reactants: [N+](=O)([O-])/C=C/C1CCCCC1 ((E)-(2-nitrovinyl)cyclohexane), CC(C)([O-])C.[K+] (Potassium t-butoxide), NC1(C2=CC(=CC=C2OC=2C=NC(=CC21)Cl)Br)CO ((5-amino-7-bromo-3-chloro-5H-chromeno[2,3-c]pyridin-5-yl)methanol), NC1(C2=CC(=CC=C2OC=2C=NC(=CC21)Cl)Br)CO ((5-amino-7-bromo-3-chloro-5H-chromeno[2,3-c]pyridin-5-yl)methanol), C(C)(=O)O (acetic acid). Solvent: C1CCOC1 (THF), C1CCOC1 (THF), [Cl-].[NH4+] (ammonium chloride), O (water), CCOC(=O)C (EtOAc). Conditions: time 45 minute. Yields the product BrC=1C=C2C(C3=C(C=NC(=C3)Cl)OC2=CC1)(N)COC(C[N+](=O)[O-])C1CCCCC1 (7-bromo-3-chloro-5-((1-cyclohexyl-2-nitroethoxy)methyl)-5H-chromeno[2,3-c]pyridin-5-amine). Reaction SMILES: CC(C)([O-])C.[K+].[NH2:7][C:8]1([CH2:24][OH:25])[C:21]2[CH:20]=[C:19]([Cl:22])[N:18]=[CH:17][C:16]=2[O:15][C:14]2[C:9]1=[CH:10][C:11]([Br:23])=[CH:12][CH:13]=2.[N+:26](/[CH:29]=[CH:30]/[CH:31]1[CH2:36][CH2:35][CH2:34][CH2:33][CH2:32]1)([O-:28])=[O:27].C(O)(=O)C>C1COCC1.[Cl-].[NH4+].O.CCOC(C)=O>[Br:23][C:11]1[CH:10]=[C:9]2[C:14](=[CH:13][CH:12]=1)[O:15][C:16]1[CH:17]=[N:18][C:19]([Cl:22])=[CH:20][C:21]=1[C:8]2([CH2:24][O:25][CH:30]([CH:31]1[CH2:36][CH2:35][CH2:34][CH2:33][CH2:32]1)[CH2:29][N+:26]([O-:28])=[O:27])[NH2:7] |f:0.1,6.7|. Procedure details: Potassium t-butoxide (0.517 g, 4.61 mmol) was added in one portion to a solution of (5-amino-7-bromo-3-chloro-5H-chromeno[2,3-c]pyridin-5-yl)methanol (Intermediate X, 1.5 g, 4.39 mmol) in THF (30 mL) at −78° C. After stirring for 45 minutes, (E)-(2-nitrovinyl)cyclohexane (0.716 g, 4.61 mmol) in THF (15.00 mL) was added slowly via syringe. The reaction was stirred at −78° C. for 20 minutes and was quenched with acetic acid (0.502 mL, 8.78 mmol) at −78° C., diluted with saturated aqueous ammonium ...